From a dataset of the Open Reaction Database (ORD), a public repository of structured organic reaction records. describe an organic reaction: reactants, conditions, products, and yield Reactants: C(CC)C1=C(OCC2CO2)C=CC(=C1O)C(C)=O (3-(2-n-Propyl-3-hydroxy-4-acetylphenoxy)-1,2-epoxypropane), SCC1SC2(SC1)CC(CC2)CC(=O)OCC (ethyl 2-(mercaptomethyl)-1,4-dithiaspiro[4.4]nonane-7-acetate), C([O-])([O-])=O.[K+].[K+] (potassium carbonate). The solvent is C(C)C(=O)C (methyl ethyl ketone). Run at time 24 hour. Product: C(C)(=O)C1=C(C(=C(OCC(CSCC2COC3(S2)CC(CC3)CC(=O)OCC)O)C=C1)CCC)O (ethyl 3-[[[3-(4-acetyl-3-hydroxy-2-propylphenoxy)-2-hydroxypropyl]thio]methyl]-1-oxa-4-thiaspiro[4.4]nonane-7-acetate). As a reaction SMILES: [CH2:1]([C:4]1[C:14]([OH:15])=[C:13]([C:16](=[O:18])[CH3:17])[CH:12]=[CH:11][C:5]=1[O:6][CH2:7][CH:8]1[O:10][CH2:9]1)[CH2:2][CH3:3].[SH:19][CH2:20][CH:21]1[CH2:25]S[C:23]2([CH2:29][CH2:28][CH:27]([CH2:30][C:31]([O:33][CH2:34][CH3:35])=[O:32])[CH2:26]2)[S:22]1.C(=O)([O-])[O-:37].[K+].[K+]>C(C(C)=O)C>[C:16]([C:13]1[CH:12]=[CH:11][C:5]([O:6][CH2:7][CH:8]([OH:10])[CH2:9][S:19][CH2:20][CH:21]2[S:22][C:23]3([CH2:29][CH2:28][CH:27]([CH2:30][C:31]([O:33][CH2:34][CH3:35])=[O:32])[CH2:26]3)[O:37][CH2:25]2)=[C:4]([CH2:1][CH2:2][CH3:3])[C:14]=1[OH:15])(=[O:18])[CH3:17] |f:2.3.4|. Procedure: 3-(2-n-Propyl-3-hydroxy-4-acetylphenoxy)-1,2-epoxypropane (1.5 g, 0.006 mol) (described in U.S. Pat. No. 4,565,882) is dissolved in 20 ml of methyl ethyl ketone. To this solution is added the mercaptan of Example G (1.75 g, 0.006 mol) and anhydrous potassium carbonate (2.5 g) and the reaction mixture is refluxed with stirring under a nitrogen atmosphere for 24 hrs. The reaction is cooled to room temperature, filtered and the filtrate is concentrated on a rotary evaporator. The residue is chromat... Starting materials: ClC=1C=CC2=C(C(N(CC=3N2C=NC3C3=NOC(=N3)CCl)C)=O)C1 (8-chloro-3-(5-chloromethyl-1,2,4-oxadiazol-3-yl)-5-methyl-5,6-dihydro-4H-imidazo[1,5-a][1,4]benzodiazepin-6-one), C(CCC)NCCCC (dibutylamine). Solvent: CN(C=O)C (N,N-dimethylformamide). Reaction conditions: time 1.5 hour. Yields the product ClC=1C=CC2=C(C(N(CC=3N2C=NC3C3=NOC(=N3)CN(CCCC)CCCC)C)=O)C1 (8-chloro-3-(5-dibutylaminomethyl-1,2,4-oxadiazol-3-yl)-5-methyl-5,6-dihydro-4H-imidazo[1,5-a][1,4]benzodiazepin-6-one). Yield: 72.0%. RXN SMILES: [Cl:1][C:2]1[CH:3]=[CH:4][C:5]2[N:11]3[CH:12]=[N:13][C:14]([C:15]4[N:19]=[C:18]([CH2:20]Cl)[O:17][N:16]=4)=[C:10]3[CH2:9][N:8]([CH3:22])[C:7](=[O:23])[C:6]=2[CH:24]=1.[CH2:25]([NH:29][CH2:30][CH2:31][CH2:32][CH3:33])[CH2:26][CH2:27][CH3:28]>CN(C)C=O>[Cl:1][C:2]1[CH:3]=[CH:4][C:5]2[N:11]3[CH:12]=[N:13][C:14]([C:15]4[N:19]=[C:18]([CH2:20][N:29]([CH2:30][CH2:31][CH2:32][CH3:33])[CH2:25][CH2:26][CH2:27][CH3:28])[O:17][N:16]=4)=[C:10]3[CH2:9][N:8]([CH3:22])[C:7](=[O:23])[C:6]=2[CH:24]=1. Procedure details: A solution of 278 mg (0.76 mmol) of 8-chloro-3-(5-chloromethyl-1,2,4-oxadiazol-3-yl)-5-methyl-5,6-dihydro-4H-imidazo[1,5-a][1,4]benzodiazepin-6-one in 5 ml of N,N-dimethylformamide was treated with 0.39 ml (2.3 mmol) of dibutylamine and stirred at room temperature under argon for 1.5 hrs. The solution was evaporated, the residue was dissolved in 20 ml of methylene chloride and the solution was washed three times with water. The organic phase was dried with sodium sulfate, filtered and evaporated... Starting materials: CNC (dimethylamine), C=O (formaldehyde), C(C)(=O)O (acetic acid), C(C)(C)(C)C=1C=C(C=C(C1O)C(C)(C)C)C=1N=C2SCCN2C1 (6-(3,5-di-tert-butyl-4-hydroxyphenyl)-2,3-dihydroimidazo[2,1-b]thiazole). The solvent is O1CCOCC1 (dioxane). Product: CN(C)CC1=C(N=C2SCCN21)C2=CC(=C(C(=C2)C(C)(C)C)O)C(C)(C)C (5-dimethylaminomethyl-6-(3,5-di-tert-butyl-4-hydroxyphenyl)-2,3-dihydroimidazo[2,1-b]thiazole). As a reaction SMILES: [CH3:1][NH:2][CH3:3].C=O.[C:6](O)(=O)C.[C:10]([C:14]1[CH:15]=[C:16]([C:25]2[N:26]=[C:27]3[N:31]([CH:32]=2)[CH2:30][CH2:29][S:28]3)[CH:17]=[C:18]([C:21]([CH3:24])([CH3:23])[CH3:22])[C:19]=1[OH:20])([CH3:13])([CH3:12])[CH3:11]>O1CCOCC1>[CH3:1][N:2]([CH2:6][C:32]1[N:31]2[C:27]([S:28][CH2:29][CH2:30]2)=[N:26][C:25]=1[C:16]1[CH:17]=[C:18]([C:21]([CH3:24])([CH3:23])[CH3:22])[C:19]([OH:20])=[C:14]([C:10]([CH3:11])([CH3:12])[CH3:13])[CH:15]=1)[CH3:3]. Procedure: To a mixed solution of 0.9 g of an aqueous 40% dimethylamine solution, 0.5 g of an aqueous 35% formaldehyde solution, 1.5 ml of acetic acid, and 5 ml of dioxane was added 0.66 g of 6-(3,5-di-tert-butyl-4-hydroxyphenyl)-2,3-dihydroimidazo[2,1-b]thiazole and the resulting mixture was refluxed for 6 hours. The reaction mixture was concentrated under reduced pressure and the residue was mixed with 20 ml of an aqueous 10% potassium carbonate solution and extracted with chloroform. The extract was dri... Reactants: [Br-], CC(C)(C)c1nc(N2CCNCC2)cc(C(F)(F)F)n1, CN(C)C=O, CCN(C(C)C)C(C)C, O=c1cnn(CCCCCl)c(=O)[nH]1, [Na+]. The product is CC(C)(C)c1nc(N2CCN(CCCCn3ncc(=O)[nH]c3=O)CC2)cc(C(F)(F)F)n1, Cl. Reaction SMILES: [Br-:35].[C:14]([CH3:15])([CH3:16])([CH3:17])[c:18]1[n:19][c:20]([C:30]([F:31])([F:32])[F:33])[cH:21][c:22]([N:24]2[CH2:25][CH2:26][NH:27][CH2:28][CH2:29]2)[n:23]1.[CH3:45][N:46]([CH3:47])[CH:48]=[O:49].[CH:36]([N:37]([CH2:38][CH3:39])[CH:40]([CH3:41])[CH3:42])([CH3:43])[CH3:44].[Cl:1][CH2:2][CH2:3][CH2:4][CH2:5][n:6]1[n:7][cH:8][c:9](=[O:13])[nH:10][c:11]1=[O:12].[Na+:34]>>[CH2:2]([CH2:3][CH2:4][CH2:5][n:6]1[n:7][cH:8][c:9](=[O:13])[nH:10][c:11]1=[O:12])[N:27]1[CH2:26][CH2:25][N:24]([c:22]2[cH:21][c:20]([C:30]([F:31])([F:32])[F:33])[n:19][c:18]([C:14]([CH3:15])([CH3:16])[CH3:17])[n:23]2)[CH2:29][CH2:28]1.[ClH:1].